This data is from the Open Reaction Database (ORD), a public repository of structured organic reaction records. The task is: describe an organic reaction: reactants, conditions, products, and yield Reactants: C(N)(=O)C(C1=CC=CC=C1)(C1=CC=CC=C1)C1CNCC1 (3-(R,S)-(1-carbamoyl-1,1-diphenylmethyl)pyrrolidine), COC(=O)C1=CC=C(CCBr)C=C1 (4-methoxycarbonylphenethyl bromide), C([O-])([O-])=O.[K+].[K+] (potassium carbonate), C(C)#N (acetonitrile). Run in O (water). The product is C(N)(=O)C(C1=CC=CC=C1)(C1=CC=CC=C1)C1CN(CC1)CCC1=CC=C(C=C1)C(=O)OC (3-(R,S)-(1-carbamoyl-1,1-diphenylmethyl) -1-(4methoxycarbonylphenethyl)pyrrolidine). Reaction SMILES: [C:1]([C:4]([CH:17]1[CH2:21][CH2:20][NH:19][CH2:18]1)([C:11]1[CH:16]=[CH:15][CH:14]=[CH:13][CH:12]=1)[C:5]1[CH:10]=[CH:9][CH:8]=[CH:7][CH:6]=1)(=[O:3])[NH2:2].[CH3:22][O:23][C:24]([C:26]1[CH:34]=[CH:33][C:29]([CH2:30][CH2:31]Br)=[CH:28][CH:27]=1)=[O:25].C(=O)([O-])[O-].[K+].[K+].C(#N)C>O>[C:1]([C:4]([CH:17]1[CH2:21][CH2:20][N:19]([CH2:31][CH2:30][C:29]2[CH:33]=[CH:34][C:26]([C:24]([O:23][CH3:22])=[O:25])=[CH:27][CH:28]=2)[CH2:18]1)([C:11]1[CH:12]=[CH:13][CH:14]=[CH:15][CH:16]=1)[C:5]1[CH:10]=[CH:9][CH:8]=[CH:7][CH:6]=1)(=[O:3])[NH2:2] |f:2.3.4|. Procedure details: A mixture containing 3-(R,S)-(1-carbamoyl-1,1-diphenylmethyl)pyrrolidine (0.6 g--see Preparation 8), 4-methoxycarbonylphenethyl bromide (0.53 g--see Preparation 15), anhydrous potassium carbonate (0.5 g) and acetonitrile (20 ml) was heated under reflux for 1.5 hours. On cooling to room temperature, water (60 ml) was added and the resulting mixture extracted with dichloromethane (3×50 ml). The combined dichloromethane extracts were dried (MgSO4) and concentrated in vacuo to give a gum which was p... As a reaction SMILES: [Br:1][C:2]1[S:3][CH:4]=[CH:5][C:6]=1[CH2:7][C:8]#[N:9].B.C1COCC1>>[Br:1][C:2]1[S:3][CH:4]=[CH:5][C:6]=1[CH2:7][CH2:8][NH2:9]. Yields the product BrC=1SC=CC1CCN (2-(2-Bromothiophen-3-yl)ethanamine). Reported procedure: 2-(2-Bromothiophen-3-yl)acetonitrile (1.44 g, 7.13 mmol) was added slowly to a stirred solution of borane in THF (1.0 M, 15.7 mL, 15.7 mmol). The mixture was then heated to reflux for 14 h. The reaction mixture was allowed to cool to ambient temperature before residual borane was destroyed by careful dropwise addition of MeOH (10 mL). After the quench was complete, HCl gas was bubbled through the solution for 20 min and then the solvent was removed in vacuo. The residue was dissolved again in Me... The reactants are BrC=1SC=CC1CC#N (2-(2-Bromothiophen-3-yl)acetonitrile), B (borane), C1CCOC1 (THF), B (borane). The yield is 91.2%. Starting materials: N1=CC(=CC=C1)C(C#N)N1CCOCC1 (2-(3-pyridinyl)-2-(4-morpholinyl)ethanenitrile), C(C=C)#N (acrylonitrile). Yields the product C(#N)C(CCC#N)(N1CCOCC1)C=1C=NC=CC1 (4-cyano-4-(3-pyridinyl)-4-(4-morpholinyl)butanenitrile). As a reaction SMILES: [N:1]1[CH:6]=[CH:5][CH:4]=[C:3]([CH:7]([N:10]2[CH2:15][CH2:14][O:13][CH2:12][CH2:11]2)[C:8]#[N:9])[CH:2]=1.[C:16](#[N:19])[CH:17]=[CH2:18]>>[C:8]([C:7]([C:3]1[CH:2]=[N:1][CH:6]=[CH:5][CH:4]=1)([N:10]1[CH2:15][CH2:14][O:13][CH2:12][CH2:11]1)[CH2:18][CH2:17][C:16]#[N:19])#[N:9]. Procedure: Leete et al. [J. Org. Chem. 37, 4465-6 (1972)] shows the reaction of 2-(3-pyridinyl)-2-(4-morpholinyl)ethanenitrile with acrylonitrile to produce 4-cyano-4-(3-pyridinyl)-4-(4-morpholinyl)butanenitrile and its conversion by heating it with acetic acid, water and tetrahydrofuran to 4-oxo-4-(3-pyridinyl)butanenitrile.